Dataset: the Open Reaction Database (ORD), a public repository of structured organic reaction records. Task: describe an organic reaction: reactants, conditions, products, and yield Reactants: C(C)(=O)OC12CC(C1)(C2)N (3-aminobicyclo[1.1.1]pentan-1-yl acetate), C([O-])(O)=O.[Na+] (sodium bicarbonate), C(C)(=O)Cl (acetyl chloride). Run in CN(C)C=O (DMF). Product: C(C)(=O)OC12CC(C1)(C2)NC(C)=O (3-acetamidobicyclo[1.1.1]pentan-1-yl acetate). RXN SMILES: [C:1]([O:4][C:5]12[CH2:9][C:7]([NH2:10])([CH2:8]1)[CH2:6]2)(=[O:3])[CH3:2].C(=O)(O)[O-].[Na+].[C:16](Cl)(=[O:18])[CH3:17]>CN(C=O)C>[C:1]([O:4][C:5]12[CH2:9][C:7]([NH:10][C:16](=[O:18])[CH3:17])([CH2:8]1)[CH2:6]2)(=[O:3])[CH3:2] |f:1.2|. Procedure details: To a DMF (2 mL) solution of 3-aminobicyclo[1.1.1]pentan-1-yl acetate (1 mmol) is added sodium bicarbonate (3 mmol) and then acetyl chloride (1 mmol) by syringe at 0° C. The reaction is allowed to warm up to room temperature and monitored by LCMS. After LCMS analysis indicated consumption of starting material, the reaction is diluted with water and extracted with EtOAc (3×). The organic layers are combined, washed with brine, dried (magnesium sulfate), filtered, and concentrated. The crude residu... Reactants: C(=O)(Cl)Cl (phosgene), C(C1=CC=CC=C1)N1CC(CC1)OC1=C(C=CC=C1)OC (1-benzyl-3-(2-methoxyphenoxy)pyrrolidine). Run in C1=CC=CC=C1 (benzene), C1=CC=CC=C1 (benzene). Run at time 2 hour. Product: COC1=C(OC2CN(CC2)C(=O)Cl)C=CC=C1 (3-(2-Methoxyphenoxy)-1-pyrrolidinecarbonyl Chloride). Isolated yield 76.8%. Reaction SMILES: [C:1]([Cl:4])(Cl)=[O:2].C([N:12]1[CH2:16][CH2:15][CH:14]([O:17][C:18]2[CH:23]=[CH:22][CH:21]=[CH:20][C:19]=2[O:24][CH3:25])[CH2:13]1)C1C=CC=CC=1>C1C=CC=CC=1>[CH3:25][O:24][C:19]1[CH:20]=[CH:21][CH:22]=[CH:23][C:18]=1[O:17][CH:14]1[CH2:15][CH2:16][N:12]([C:1]([Cl:4])=[O:2])[CH2:13]1. Procedure: To a stirred solution of 60 ml of 2 molar phosgene (0.11 mole) in benzene under nitrogen gas was added dropwise a solution of 29.3 g (0.1 mole) of 1-benzyl-3-(2-methoxyphenoxy)pyrrolidine in 100 ml of benzene. The reaction mixture was stirred at ambient temperature for 2 hours and then concentrated in vacuo to give an oil. The oil was triturated with warm 30/60 petroleum ether and the petroleum ether was decanted to remove benzyl chloride. On the third trituration the oil solidified to give 19.6... Reactants: C(C1=CC=CC=C1)ONC(=O)[C@@H]1N(CCNC1)S(=O)(=O)N1CCC(CC1)C1=CNC2=C(C(=C(C(=C12)F)F)F)F (N-benzyloxy-1-[4-(4,5,6,7-tetrafluoroindol-3-yl)piperidine-1-sulfonyl]piperazine-2-(R)-carboxamide), CN(C(=O)Cl)C (dimethylcarbamoyl chloride). Run in C(Cl)Cl (methylene chloride). Run at time 14 hour. The product is C(C1=CC=CC=C1)ONC(=O)[C@@H]1N(CCN(C1)C(=O)N(C)C)S(=O)(=O)N1CCC(CC1)C1=CNC2=C(C(=C(C(=C12)F)F)F)F (N-benzyloxy-4-(N,N-dimethylaminocarbonyl)-1-[4-(4,5,6,7-tetrafluoroindol-3-yl)piperidine-1-sulfonyl]piperazine-2-(R)-carboxamide). Isolated yield 67.0%. Reaction SMILES: [CH2:1]([O:8][NH:9][C:10]([C@H:12]1[CH2:17][NH:16][CH2:15][CH2:14][N:13]1[S:18]([N:21]1[CH2:26][CH2:25][CH:24]([C:27]2[C:35]3[C:30](=[C:31]([F:39])[C:32]([F:38])=[C:33]([F:37])[C:34]=3[F:36])[NH:29][CH:28]=2)[CH2:23][CH2:22]1)(=[O:20])=[O:19])=[O:11])[C:2]1[CH:7]=[CH:6][CH:5]=[CH:4][CH:3]=1.[CH3:40][N:41]([CH3:45])[C:42](Cl)=[O:43]>C(Cl)Cl>[CH2:1]([O:8][NH:9][C:10]([C@H:12]1[CH2:17][N:16]([C:42]([N:41]([CH3:45])[CH3:40])=[O:43])[CH2:15][CH2:14][N:13]1[S:18]([N:21]1[CH2:26][CH2:25][CH:24]([C:27]2[C:35]3[C:30](=[C:31]([F:39])[C:32]([F:38])=[C:33]([F:37])[C:34]=3[F:36])[NH:29][CH:28]=2)[CH2:23][CH2:22]1)(=[O:20])=[O:19])=[O:11])[C:2]1[CH:7]=[CH:6][CH:5]=[CH:4][CH:3]=1. Procedure: A solution of N-benzyloxy-1-[4-(4,5,6,7-tetrafluoroindol-3-yl)piperidine-1-sulfonyl]-piperazine-2-(R)-carboxamide (12 g, 21.08 mmol) [prepared as described in Step 5 above] and 2,6-luitidine (4.0 ml, 33.73 mmol) in methylene chloride (100 ml) was treated with dimethylcarbamoyl chloride (3.10 ml, 33.73 mmol) and stirred for 14 h. The reaction mixture was washed with 3M aqueous HCl solution (20 ml), brine, dried over MgSO4 and concentrated in vacuo. The residue was chromatographed (SiO2, 30% ethyl... Reactants: CCOC(=O)Cc1cccc(OCC=CC#Cc2ccc(C#CC=CCOc3cccc(CC(=O)OCC)c3)cc2)c1, C1CCOC1, CCOC(C)=O, CCO, [Na+], [OH-]. Product: CCOC(=O)Cc1cccc(OCC=CC#Cc2ccc(C#CC=CCOc3cccc(CC(=O)O)c3)cc2)c1. Reaction SMILES: [CH2:1]([CH3:2])[O:3][C:4]([CH2:5][c:6]1[cH:7][c:8]([O:12][CH2:13][CH:14]=[CH:15][C:16]#[C:17][c:18]2[cH:19][cH:20][c:21]([C:24]#[C:25][CH:26]=[CH:27][CH2:28][O:29][c:30]3[cH:31][c:32]([CH2:36][C:37](=[O:38])[O:39][CH2:40][CH3:41])[cH:33][cH:34][cH:35]3)[cH:22][cH:23]2)[cH:9][cH:10][cH:11]1)=[O:42].[CH2:51]1[O:52][CH2:53][CH2:54][CH2:55]1.[CH3:45][CH2:46][O:47][C:48](=[O:49])[CH3:50].[CH3:56][CH2:57][OH:58].[Na+:44].[OH-:43]>>[CH2:1]([CH3:2])[O:3][C:4]([CH2:5][c:6]1[cH:7][c:8]([O:12][CH2:13][CH:14]=[CH:15][C:16]#[C:17][c:18]2[cH:19][cH:20][c:21]([C:24]#[C:25][CH:26]=[CH:27][CH2:28][O:29][c:30]3[cH:31][c:32]([CH2:36][C:37](=[O:38])[OH:39])[cH:33][cH:34][cH:35]3)[cH:22][cH:23]2)[cH:9][cH:10][cH:11]1)=[O:42]. Starting materials: Cc1cccc(C)c1-c1nc2ccc(C=O)cc2n1C(=O)OC(C)(C)C, CCCC[N+](CCCC)(CCCC)CCCC, C1CCOC1, [F-], C[Si](C)(C)C(F)(F)F. The product is Cc1cccc(C)c1-c1nc2ccc(C(O)C(F)(F)F)cc2n1C(=O)OC(C)(C)C. As a reaction SMILES: [C:1]([CH3:2])([CH3:3])([CH3:4])[O:5][C:6](=[O:7])[n:8]1[c:9](-[c:19]2[c:20]([CH3:26])[cH:21][cH:22][cH:23][c:24]2[CH3:25])[n:10][c:11]2[c:12]1[cH:13][c:14]([CH:17]=[O:18])[cH:15][cH:16]2.[CH2:36]([N+:37]([CH2:38][CH2:39][CH2:40][CH3:41])([CH2:42][CH2:43][CH2:44][CH3:45])[CH2:46][CH2:47][CH2:48][CH3:49])[CH2:50][CH2:51][CH3:52].[CH2:53]1[O:54][CH2:55][CH2:56][CH2:57]1.[F-:35].[F:27][C:28]([F:29])([F:30])[Si:31]([CH3:32])([CH3:33])[CH3:34]>>[C:1]([CH3:2])([CH3:3])([CH3:4])[O:5][C:6](=[O:7])[n:8]1[c:9](-[c:19]2[c:20]([CH3:26])[cH:21][cH:22][cH:23][c:24]2[CH3:25])[n:10][c:11]2[c:12]1[cH:13][c:14]([CH:17]([OH:18])[C:28]([F:27])([F:29])[F:30])[cH:15][cH:16]2. Reactants: ClC=1C=C(C=C(C1)Cl)SC1=C(N=C(N1CC1=CC=NC=C1)CO)C(C)C (5-(3,5-Dichlorophenylthio)-4-isoproyl-1-(4-pyridylmethyl)-2-hydroxymethyl-1H-imidazole), N(C(=O)[O-])C(=O)[O-] (iminodicarboxylate), N-decanyloxycarbonyl isocyanate, C(CCCCCCCCC)O (1-decanol), C(=NC(=O)Cl)=O (N-chlorocarbonylisocyanate). The product is N(C(=O)OCCCCCCCCCC)C(=O)OCC=1N(C(=C(N1)C(C)C)SC1=CC(=CC(=C1)Cl)Cl)CC1=CC=NC=C1 (5 -(3,5-Dichlorophenylthio)-4-isopropyl-1-(4-pyridylmethyl)-1H-imidazol-2-ylmethyl decyl iminodicaboxylate). Yield: 83.0%. Reaction SMILES: [Cl:1][C:2]1[CH:3]=[C:4]([S:9][C:10]2[N:14]([CH2:15][C:16]3[CH:21]=[CH:20][N:19]=[CH:18][CH:17]=3)[C:13]([CH2:22][OH:23])=[N:12][C:11]=2[CH:24]([CH3:26])[CH3:25])[CH:5]=[C:6]([Cl:8])[CH:7]=1.[NH:27]([C:31]([O-:33])=[O:32])[C:28]([O-:30])=O.[CH2:34](O)[CH2:35][CH2:36][CH2:37][CH2:38][CH2:39][CH2:40][CH2:41][CH2:42][CH3:43].C(=O)=NC(Cl)=O>>[NH:27]([C:28]([O:23][CH2:22][C:13]1[N:14]([CH2:15][C:16]2[CH:21]=[CH:20][N:19]=[CH:18][CH:17]=2)[C:10]([S:9][C:4]2[CH:3]=[C:2]([Cl:1])[CH:7]=[C:6]([Cl:8])[CH:5]=2)=[C:11]([CH:24]([CH3:26])[CH3:25])[N:12]=1)=[O:30])[C:31]([O:33][CH2:34][CH2:35][CH2:36][CH2:37][CH2:38][CH2:39][CH2:40][CH2:41][CH2:42][CH3:43])=[O:32]. Procedure details: The compound 89 (245 mg, 0.6 mmol) was converted to the iminodicarboxylate with N-decanyloxycarbonyl isocyanate prepared from 1-decanol (175 mg, 1.10mmol) and N-chlorocarbonylisocyanate (106 mg, 1 mmol) in the same manner as the example 82 to give the compound 99 (315 mg, 83%). Mp. 105-107° C. Rf 0.39 (EtOAc). 1H-NMR (CDCl3): δH0.88 (3 H, t like, CH3), 1.25-1.30 (14 H, m, --CH2 --), 1.31 (6 H, d, J 6.9 Hz, (CH3)2CH), 1.62 (2 H, m, --CH2 --), 3.18 (1 H, sep, J 6.9 Hz, (CH3)2CH), 4.14 (2 H, t, J 6... Reactants: [Al+3], [H-], [H-], [H-], [H-], [Li+], [Na+], [Na+], O=C1CCCc2nc(SCc3cccc(Oc4ccccc4)c3)sc21, C1CCOC1, O, O, O, O, O, O, O, O, O, O, O=S(=O)([O-])[O-]. Product: OC1CCCc2nc(SCc3cccc(Oc4ccccc4)c3)sc21. As a reaction SMILES: [Al+3:27].[H-:26].[H-:29].[H-:30].[H-:31].[Li+:28].[Na+:47].[Na+:48].[O:1]([c:2]1[cH:3][cH:4][cH:5][cH:6][cH:7]1)[c:8]1[cH:9][c:10]([CH2:11][S:12][c:13]2[s:14][c:15]3[c:16]([n:17]2)[CH2:18][CH2:19][CH2:20][C:21]3=[O:22])[cH:23][cH:24][cH:25]1.[O:49]1[CH2:50][CH2:51][CH2:52][CH2:53]1.[OH2:32].[OH2:33].[OH2:34].[OH2:35].[OH2:36].[OH2:37].[OH2:38].[OH2:39].[OH2:40].[OH2:41].[S:42]([O-:43])([O-:44])(=[O:45])=[O:46]>>[O:1]([c:2]1[cH:3][cH:4][cH:5][cH:6][cH:7]1)[c:8]1[cH:9][c:10]([CH2:11][S:12][c:13]2[s:14][c:15]3[c:16]([n:17]2)[CH2:18][CH2:19][CH2:20][CH:21]3[OH:22])[cH:23][cH:24][cH:25]1.